From a dataset of the Open Reaction Database (ORD), a public repository of structured organic reaction records. describe an organic reaction: reactants, conditions, products, and yield Reactants: CO, CCSCC(C)(O)c1cc2cc(F)c(Cl)cc2n1S(C)(=O)=O, [Na+], [OH-]. Product: CCSCC(C)(O)c1cc2cc(F)c(Cl)cc2[nH]1. RXN SMILES: [CH3:25][OH:26].[Cl:1][c:2]1[c:3]([F:22])[cH:4][c:5]2[cH:6][c:7]([C:15]([CH2:16][S:17][CH2:18][CH3:19])([CH3:20])[OH:21])[n:8]([S:11]([CH3:12])(=[O:13])=[O:14])[c:9]2[cH:10]1.[Na+:24].[OH-:23]>>[Cl:1][c:2]1[c:3]([F:22])[cH:4][c:5]2[cH:6][c:7]([C:15]([CH2:16][S:17][CH2:18][CH3:19])([CH3:20])[OH:21])[nH:8][c:9]2[cH:10]1.